This data is from the Open Reaction Database (ORD), a public repository of structured organic reaction records. The task is: describe an organic reaction: reactants, conditions, products, and yield The reactants are ( s ), ( m ), ( s ), ( s ), ( s ), ( s ), NaIO4, BrC1=C(O)C=C(C(=C1)O)OC (2-bromo-5-methoxyhydroquinone), [K+].[Br-] (KBr), ( s ). The solvent is O (H2O), C(Cl)(Cl)Cl (CHCl3). Reaction conditions: time 30 minute. The product is BrC=1C(C=C(C(C1)=O)OC)=O (2-Bromo-5-methoxybenzoquinone). RXN SMILES: [Br:1][C:2]1[CH:8]=[C:7]([OH:9])[C:6]([O:10][CH3:11])=[CH:5][C:3]=1[OH:4].[K+].[Br-]>O.C(Cl)(Cl)Cl>[Br:1][C:2]1[C:3](=[O:4])[CH:5]=[C:6]([O:10][CH3:11])[C:7](=[O:9])[CH:8]=1 |f:1.2|. Reported procedure: To a vigorously stirred solution of NaIO4 (7.81 g, 36.5 mmol, Baker) in H2O (200 mL) there was added a solution of 2-bromo-5-methoxyhydroquinone (4.00 g, 18.3 mmol) in CHCl3 (150 mL, prepared with warming). The reaction immediately turned dark and then became orange over a period of time. The reaction was allowed to stir at rt for 30 min. The layers were separated and the aqueous portion extracted with CHCl3 (1×30 mL). The combined CHCl3 portion was washed with brine (1×30 mL), filtered through ... Starting materials: C(#N)C=1OC2=C(C1)C=C(C=C2)N2CCN(CC2)C(=O)OC(C)(C)C (tert-butyl 4-(2-cyano-1-benzofuran-5-yl)piperazine-1-carboxylate), C(Cl)Cl (DCM). Solvent: CCOC(=O)C (EtOAc). Run at time 30 minute. The product is [Cl-].C(#N)C=1OC2=C(C1)C=C(C=C2)N2CC[NH2+]CC2 (4-(2-cyano-1-benzofuran-5-yl)piperazin-1-ium chloride). RXN SMILES: [C:1]([C:3]1[O:4][C:5]2[CH:11]=[CH:10][C:9]([N:12]3[CH2:17][CH2:16][N:15](C(OC(C)(C)C)=O)[CH2:14][CH2:13]3)=[CH:8][C:6]=2[CH:7]=1)#[N:2].C(Cl)[Cl:26]>CCOC(C)=O>[Cl-:26].[C:1]([C:3]1[O:4][C:5]2[CH:11]=[CH:10][C:9]([N:12]3[CH2:17][CH2:16][NH2+:15][CH2:14][CH2:13]3)=[CH:8][C:6]=2[CH:7]=1)#[N:2] |f:3.4|. Procedure details: The above piperazine (85.3 mg, 0.261 mmol) was dissolved in 5 mL of DCM and 5 mL of EtOAc, and cooled to 0° C. Hydrogen chloride gas was bubbled through the mixture for 30 seconds. The reaction stirred for 30 minutes, warming to ambient temperature. The slurry was concentrated to afford 4-(2-cyano-1-benzofuran-5-yl)piperazin-1-ium chloride. Starting materials: C1CCOC1, N#CCOCC#CCN1C(=O)CCCC1C=O, [H-], [Na+], COP(=O)(CC(=O)Cc1ccccc1)OC. Yields the product N#CCOCC#CCN1C(=O)CCCC1C=CC(=O)Cc1ccccc1. As a reaction SMILES: [CH2:36]1[O:37][CH2:38][CH2:39][CH2:40]1.[CH:19](=[O:20])[CH:21]1[N:22]([CH2:28][C:29]#[C:30][CH2:31][O:32][CH2:33][C:34]#[N:35])[C:23](=[O:27])[CH2:24][CH2:25][CH2:26]1.[H-:1].[Na+:2].[O:3]=[C:4]([CH2:5][P:6](=[O:7])([O:8][CH3:9])[O:10][CH3:11])[CH2:12][c:13]1[cH:14][cH:15][cH:16][cH:17][cH:18]1>>[O:3]=[C:4]([CH:5]=[CH:19][CH:21]1[N:22]([CH2:28][C:29]#[C:30][CH2:31][O:32][CH2:33][C:34]#[N:35])[C:23](=[O:27])[CH2:24][CH2:25][CH2:26]1)[CH2:12][c:13]1[cH:14][cH:15][cH:16][cH:17][cH:18]1. Reactants: C(C)(=O)OC(C)=O (acetic anhydride), COC=1C=C([N+](=CC1CCCC)[O-])C (4-methoxy-5-n-butyl-2-picoline-N-oxide). The solvent is C1(=CC=CC=C1)C (toluene). Product: C(C)(=O)OCC1=NC=C(C(=C1)OC)CCCC (2-acetoxymethyl-4-methoxy-5-n-butyl-pyridine). RXN SMILES: [C:1]([O:4][C:5](=[O:7])[CH3:6])(=O)[CH3:2].[CH3:8][O:9][C:10]1[CH:11]=C(C)[N+:13]([O-])=[CH:14][C:15]=1[CH2:16][CH2:17][CH2:18][CH3:19]>C1(C)C=CC=CC=1>[C:5]([O:4][CH2:1][C:2]1[CH:11]=[C:10]([O:9][CH3:8])[C:15]([CH2:16][CH2:17][CH2:18][CH3:19])=[CH:14][N:13]=1)(=[O:7])[CH3:6]. Reported procedure: 20.4 g (0.2 mol) of acetic anhydride are added dropwise to a solution of 19.5 g (0.1 mol) of 4-methoxy-5-n-butyl-2-picoline-N-oxide in 100 ml of toluene over the course of 15 minutes, whilst stirring. Thereafter the mixture is heated for 8 hours under reflux. After evaporation to dryness in vacuo, the mixture is rendered alkaline with 2 N aqueous sodium carbonate solution and is extracted with ether. The ether phases are combined, dried with sodium sulphate, filtered and evaporated. Distillation... Reactants: BrN1C(CCC1=O)=O (N-bromosuccinimide), CC1=CC(=C(C2=C1C(CO2)=O)C)C (4,6,7-trimethyl-1-benzofuran-3(2H)-one). Run in C(Cl)Cl (methylene chloride). Conditions: time 24 hour. The product is BrC=1C(=C(C2=C(C(CO2)=O)C1C)C)C (5-bromo-4,6,7-trimethyl-1-benzofuran-3(2H)-one). The yield is 80.4%. As a reaction SMILES: [Br:1]N1C(=O)CCC1=O.[CH3:9][C:10]1[C:15]2[C:16](=[O:19])[CH2:17][O:18][C:14]=2[C:13]([CH3:20])=[C:12]([CH3:21])[CH:11]=1>C(Cl)Cl>[Br:1][C:11]1[C:12]([CH3:21])=[C:13]([CH3:20])[C:14]2[O:18][CH2:17][C:16](=[O:19])[C:15]=2[C:10]=1[CH3:9]. Procedure details: N-bromosuccinimide (27.1 g, 152 mmol) was added to a solution of methylene chloride (200 mL) containing 4,6,7-trimethyl-1-benzofuran-3(2H)-one (20.7 g, 117 mmol) synthesized in Reference Example 44, and the mixture was stirred at room temperature for 24 hours. After that, the solvent was removed under reduced pressure, and water was added to the residue. The generated crystals were collected by filtration, and recrystallized from ethyl acetate to give 24.0 g of the title compound (yield: 80%). Reaction SMILES: [Na+:22].[OH-:21].[OH:6][N+:7]([O-:8])=[O:9].[S:1](=[O:2])(=[O:3])([OH:4])[OH:5].[n:10]1[cH:11][cH:12][c:13]([N:16]2[CH2:17][NH:18][CH:19]=[CH:20]2)[cH:14][cH:15]1>>[O-:6][N+:7](=[O:9])[CH:17]1[N:16]([c:13]2[cH:12][cH:11][n:10][cH:15][cH:14]2)[CH:20]=[CH:19][NH:18]1. Reactants: [Na+], [OH-], O=[N+]([O-])O, O=S(=O)(O)O, C1=CN(c2ccncc2)CN1. Product: O=[N+]([O-])C1NC=CN1c1ccncc1.